The task is: describe an organic reaction: reactants, conditions, products, and yield. This data is from the Open Reaction Database (ORD), a public repository of structured organic reaction records. Starting materials: IC=1N=C(N2C1C(=NC=C2)N)C2CC(C2)N2CCN(CC2)C (1-Iodo-3-[3-(4-methyl-piperazin-1-yl)-cyclobutyl]-imidazo[1,5-a]pyrazin-8-ylamine), C1(=CC=CC=C1)C1=NC2=CC(=CC=C2C(=C1)C(F)(F)F)B1OC(C(O1)(C)C)(C)C (2-phenyl-7-(4,4,5,5-tetramethyl-[1,3,2]dioxaborolan-2-yl)-4-trifluoromethyl-quinoline), C([O-])([O-])=O.[Cs+].[Cs+] (cesium carbonate), COCCOC (1,2-dimethoxyethane). Reagents/catalysts: C=1C=CC(=CC1)[P](C=2C=CC=CC2)(C=3C=CC=CC3)[Pd]([P](C=4C=CC=CC4)(C=5C=CC=CC5)C=6C=CC=CC6)([P](C=7C=CC=CC7)(C=8C=CC=CC8)C=9C=CC=CC9)[P](C=1C=CC=CC1)(C=1C=CC=CC1)C=1C=CC=CC1 (tetrakis(triphenylphosphine)palladium(0)). The solvent is O (water). Run at temperature 75 celsius, time 8 hour. Product: CN1CCN(CC1)C1CC(C1)C1=NC(=C2N1C=CN=C2N)C2=CC=C1C(=CC(=NC1=C2)C2=CC=CC=C2)C(F)(F)F (3-[3-(4-Methyl-piperazin-1-yl)-cyclobutyl]-1-(2-phenyl-4-trifluoromethyl-quinolin-7-yl)-imidazo[1,5-a]pyrazin-8-ylamine). As a reaction SMILES: I[C:2]1[N:3]=[C:4]([CH:12]2[CH2:15][CH:14]([N:16]3[CH2:21][CH2:20][N:19]([CH3:22])[CH2:18][CH2:17]3)[CH2:13]2)[N:5]2[CH:10]=[CH:9][N:8]=[C:7]([NH2:11])[C:6]=12.[C:23]1([C:29]2[CH:38]=[C:37]([C:39]([F:42])([F:41])[F:40])[C:36]3[C:31](=[CH:32][C:33](B4OC(C)(C)C(C)(C)O4)=[CH:34][CH:35]=3)[N:30]=2)[CH:28]=[CH:27][CH:26]=[CH:25][CH:24]=1.C(=O)([O-])[O-].[Cs+].[Cs+].COCCOC>C1C=CC([P]([Pd]([P](C2C=CC=CC=2)(C2C=CC=CC=2)C2C=CC=CC=2)([P](C2C=CC=CC=2)(C2C=CC=CC=2)C2C=CC=CC=2)[P](C2C=CC=CC=2)(C2C=CC=CC=2)C2C=CC=CC=2)(C2C=CC=CC=2)C2C=CC=CC=2)=CC=1.O>[CH3:22][N:19]1[CH2:20][CH2:21][N:16]([CH:14]2[CH2:15][CH:12]([C:4]3[N:5]4[CH:10]=[CH:9][N:8]=[C:7]([NH2:11])[C:6]4=[C:2]([C:33]4[CH:32]=[C:31]5[C:36]([C:37]([C:39]([F:42])([F:40])[F:41])=[CH:38][C:29]([C:23]6[CH:28]=[CH:27][CH:26]=[CH:25][CH:24]=6)=[N:30]5)=[CH:35][CH:34]=4)[N:3]=3)[CH2:13]2)[CH2:17][CH2:18]1 |f:2.3.4,^1:67,69,88,107|. Procedure: 1-Iodo-3-[3-(4-methyl-piperazin-1-yl)-cyclobutyl]-imidazo[1,5-a]pyrazin-8-ylamine (120 mg; 0.00029 mole), 2-phenyl-7-(4,4,5,5-tetramethyl-[1,3,2]dioxaborolan-2-yl)-4-trifluoromethyl-quinoline (230 mg, 0.00058 mole), cesium carbonate (330 mg, 0.0010 mole), 1,2-dimethoxyethane (6 mL, 0.06 mole) and water (1 mL) were combined in a 25 ml round bottom flask with a magnetic stir bar. The flask was subjected to three vacuum, argon cycles and charged with tetrakis(triphenylphosphine)palladium(0) (35 mg,... The reactants are N(=O)[O-].[Na+] (sodium nitrite), C1(CCCCC1)[C@@H]1COC2=C(N1)C=CC=C2 ((R)-3-cyclohexyl-3,4-dihydro-2H-1,4-benzoxazine), [H-].[Al+3].[Li+].[H-].[H-].[H-] (lithium aluminum hydride), O1CCCC1 (tetrahydrofuran), Cl (hydrochloric acid). The solvent is O (water), CN(C=O)C (N,N-dimethylformamide). Conditions: temperature 0 celsius, time 1 hour. The product is NN1[C@@H](COC2=C1C=CC=C2)C2CCCCC2 ((R)-4-amino-3-cyclohexyl-3,4-dihydro-2H-1,4-benzoxazine). Yield: 50.6%. As a reaction SMILES: [CH:1]1([C@H:7]2[NH:12][C:11]3[CH:13]=[CH:14][CH:15]=[CH:16][C:10]=3[O:9][CH2:8]2)[CH2:6][CH2:5][CH2:4][CH2:3][CH2:2]1.[N:17]([O-])=O.[Na+].Cl.[H-].[Al+3].[Li+].[H-].[H-].[H-].O1CCCC1>CN(C)C=O.O>[NH2:17][N:12]1[C:11]2[CH:13]=[CH:14][CH:15]=[CH:16][C:10]=2[O:9][CH2:8][C@H:7]1[CH:1]1[CH2:2][CH2:3][CH2:4][CH2:5][CH2:6]1 |f:1.2,4.5.6.7.8.9|. Procedure: (R)-3-cyclohexyl-3,4-dihydro-2H-1,4-benzoxazine (2.72 g, 12.5 mmol) was dissolved in N,N-dimethylformamide (20 ml) and a solution of sodium nitrite (949 mg, 13.8 mmol) in water (3.0 ml) was added at 0° C. Then, 5 N hydrochloric acid (6.0 ml) was added at 0° C. The reaction mixture was stirred at 0° C. for 1 h, then partitioned between ethyl acetate and water. The aqueous layer was extracted with ethyl acetate and the combined organic layers were washed with brine, dried over sodium sulfate and c... Starting materials: C1=CC(=CC=C1O)C (p-cresol), C1=C(C=CC=C1O)C (m-cresol), C=O (formaldehyde). The reagents and catalysts are O.O.C(C(=O)O)(=O)O (oxalic acid dihydrate). The solvent is O (water). Conditions: temperature 100 celsius. Product: C1=CC(=CC=C1O)C.C1=C(C=CC=C1O)C.C=O (p-cresol m-cresol formaldehyde). Reaction SMILES: [CH:1]1[C:6]([OH:7])=[CH:5][CH:4]=[C:3]([CH3:8])[CH:2]=1.[CH:9]1[C:14]([OH:15])=[CH:13][CH:12]=[CH:11][C:10]=1[CH3:16].[CH2:17]=[O:18]>O.O.C(O)(=O)C(O)=O.O>[CH:5]1[C:6]([OH:7])=[CH:1][CH:2]=[C:3]([CH3:8])[CH:4]=1.[CH:9]1[C:14]([OH:15])=[CH:13][CH:12]=[CH:11][C:10]=1[CH3:16].[CH2:17]=[O:18] |f:3.4.5,7.8.9|. Procedure: To a mixed solution of 60.0 g (0.55 mol) of p-cresol, 60.0 g (0.55 mol) of m-cresol and 2.4 g of oxalic acid dihydrate was added dropwise 33.7 g (0.42 mol) of a 37% formaldehyde solution with stirring at 100° C., and the mixture was reacted with stirring at 100±50° C. for 4 hours. After the end of the reaction, 2,000 ml of water was poured into the reaction solution to cause precipitation. After removing the supernatant by decantation, the precipitate was dissolved in 120 ml of acetone and 1,200... Reactants: C(C1=CC=CC=C1)(=O)C1=CC=CC2=CC=CC=C12 (benzoylnaphthalene), [BH4-].[Na+] (sodium borohydride). The solvent is O (water), CO (methanol). Reaction conditions: time 30 minute. The product is C1=C(C=CC2=CC=CC=C12)C(O)C1=CC=CC=C1 ((2-naphthyl)phenylmethanol). Yield: 95.3%. RXN SMILES: [C:1]([C:9]1[C:18]2[C:13](=[CH:14][CH:15]=[CH:16][CH:17]=2)[CH:12]=[CH:11][CH:10]=1)(=[O:8])[C:2]1[CH:7]=[CH:6][CH:5]=[CH:4][CH:3]=1.[BH4-].[Na+]>CO.O>[CH:10]1[C:11]2[C:16](=[CH:15][CH:14]=[CH:13][CH:12]=2)[CH:17]=[CH:18][C:9]=1[CH:1]([C:2]1[CH:3]=[CH:4][CH:5]=[CH:6][CH:7]=1)[OH:8] |f:1.2|. Procedure details: To a solution of benzoylnaphthalene (5.00 g, 21.5 mmol) in methanol (30 mL) was added sodium borohydride (400 mg, 10.8 mmol) with ice-cooling and the mixture was stirred at room temperature for 30 minutes. This reaction mixture was diluted with water and extracted with ethyl acetate. The organic layer was washed with water, dried over MgSO4, and filtered and the filtrate was concentrated under reduced pressure to provide 4.80 g of (2-naphthyl)phenylmethanol. To a solution of this compound (4.80 ... Reactants: ClC1=CC(=C(OC(C(=O)OC)C)C=C1N1N=C(N(C1=O)C(F)F)C)C (methyl 2-[4-chloro-5-(4-difluoromethyl-4,5-dihydro-3-methyl-5-oxo-1H-1,2,4-triazol-1-yl)-2-methylphenoxy]propionate), [OH-].[K+] (potassium hydroxide), Compound A3. The solvent is C(C)O (ethanol), O (water). Product: ClC1=CC(=C(OC(C(=O)O)C)C=C1N1N=C(N(C1=O)C(F)F)C)C (2-[4-chloro-5-(4-difluoromethyl-4,5-dihydro-3-methyl-5-oxo-1H-1,2,4-triazol-1-yl)-2-methylphenoxy]propionic acid). Yield: 84.8%. RXN SMILES: [Cl:1][C:2]1[C:14]([N:15]2[C:19](=[O:20])[N:18]([CH:21]([F:23])[F:22])[C:17]([CH3:24])=[N:16]2)=[CH:13][C:5]([O:6][CH:7]([CH3:12])[C:8]([O:10]C)=[O:9])=[C:4]([CH3:25])[CH:3]=1.[OH-].[K+]>C(O)C.O>[Cl:1][C:2]1[C:14]([N:15]2[C:19](=[O:20])[N:18]([CH:21]([F:22])[F:23])[C:17]([CH3:24])=[N:16]2)=[CH:13][C:5]([O:6][CH:7]([CH3:12])[C:8]([OH:10])=[O:9])=[C:4]([CH3:25])[CH:3]=1 |f:1.2|. Procedure details: In a manner similar to Example 2, Step H, the reaction of 3.3 g (0.0088 mole) of methyl 2-[4-chloro-5-(4-difluoromethyl-4,5-dihydro-3-methyl-5-oxo-1H-1,2,4-triazol-1-yl)-2-methylphenoxy]propionate with 1.5 g (0.27 mole) of potassium hydroxide in 50 mL of ethanol and 15 mL of water produced 2.7 g of 2-[4-chloro-5-(4-difluoromethyl-4,5-dihydro-3-methyl-5-oxo-1H-1,2,4-triazol-1-yl)-2-methylphenoxy]propionic acid as a solid (mp 56°-60° C.), Compound A3. Run at time 1 hour. The reactants are C(C)(C)(C)C1=C(C=CC=C1)N1CCN(CC1)C(CSC1=C(C(=NN1C)C)C=O)=O (5-({2-[4-(2-tert-butylphenyl)piperazin-1-yl]-2-oxoethyl}sulfanyl)-1,3-dimethyl-1H-pyrazole-4-carbaldehyde), P(=O)(O)(O)[O-].[Na+] (sodium dihydrogen phosphate), CC(C)=CC (2-methyl-2-butene), Cl(=O)[O-].[Na+] (sodium chlorite), S(=O)(O)[O-].[Na+] (sodium hydrogen sulfite). Product: C(C)(C)(C)C1=C(C=CC=C1)N1CCN(CC1)C(CSC1=C(C(=NN1C)C)C(=O)O)=O (5-({2-[4-(2-tert-Butylphenyl)piperazin-1-yl]-2-oxoethyl}sulfanyl)-1,3-dimethyl-1H-pyrazole-4-carboxylic acid). Procedure: To a mixture of 5-({2-[4-(2-tert-butylphenyl)piperazin-1-yl]-2-oxoethyl}sulfanyl)-1,3-dimethyl-1H-pyrazole-4-carbaldehyde (900 mg), sodium dihydrogen phosphate (1.19 g), 2-methyl-2-butene (1.17 mL), tetrahydrofuran (10 mL), tert-butanol (3 mL), and water (1.5 mL) was added sodium chlorite (393 mg) at 0° C. and stirred at room temperature for 1 h. Aqueous sodium hydrogen sulfite was added to the reaction solution, and the mixture was extracted with ethyl acetate. The ethyl acetate layer was washe... The solvent is O (water), C(C)(C)(C)O (tert-butanol), O1CCCC1 (tetrahydrofuran). The yield is 58.8%. Reaction SMILES: [C:1]([C:5]1[CH:10]=[CH:9][CH:8]=[CH:7][C:6]=1[N:11]1[CH2:16][CH2:15][N:14]([C:17](=[O:29])[CH2:18][S:19][C:20]2[N:24]([CH3:25])[N:23]=[C:22]([CH3:26])[C:21]=2[CH:27]=[O:28])[CH2:13][CH2:12]1)([CH3:4])([CH3:3])[CH3:2].P([O-])(O)(O)=[O:31].[Na+].CC(=CC)C.Cl([O-])=O.[Na+].S([O-])(O)=O.[Na+]>O.C(O)(C)(C)C.O1CCCC1>[C:1]([C:5]1[CH:10]=[CH:9][CH:8]=[CH:7][C:6]=1[N:11]1[CH2:12][CH2:13][N:14]([C:17](=[O:29])[CH2:18][S:19][C:20]2[N:24]([CH3:25])[N:23]=[C:22]([CH3:26])[C:21]=2[C:27]([OH:31])=[O:28])[CH2:15][CH2:16]1)([CH3:4])([CH3:2])[CH3:3] |f:1.2,4.5,6.7|. Starting materials: C(=S)(N1C(C=CC=C1)=O)N1C(C=CC=C1)=O (1,1′-thiocarbonyldipyridin-2(1H)-one), C1=NC(=CC=2CCCCC12)N (5,6,7,8-tetrahydroisoquinolin-3-amine). Run in ClCCl (dichloromethane), C(C)(=O)OCC.CCCCCC (ethyl acetate hexane). Reaction conditions: time 8 hour. The product is N(=C=S)C=1N=CC=2CCCCC2C1 (3-Isothiocyanato-5,6,7,8-tetrahydroisoquinoline). Reaction SMILES: [C:1](N1C=CC=CC1=O)(N1C=CC=CC1=O)=[S:2].[CH:17]1[C:26]2[CH2:25][CH2:24][CH2:23][CH2:22][C:21]=2[CH:20]=[C:19]([NH2:27])[N:18]=1>ClCCl.C(OCC)(=O)C.CCCCCC>[N:27]([C:19]1[N:18]=[CH:17][C:26]2[CH2:25][CH2:24][CH2:23][CH2:22][C:21]=2[CH:20]=1)=[C:1]=[S:2] |f:3.4|. Procedure: To a stirring solution of 1,1′-thiocarbonyldipyridin-2(1H)-one (222 mg, 0.956 mmol) in dchloromethane (5 mL) was added a solution of 5,6,7,8-tetrahydroisoquinolin-3-amine (139 mg, 0.938 mmol) in dichloromethane (1.5 mL) and the resulting solution was stirred at room temperature overnight. The reaction mixture was applied directly to a Biotage column in 20-25% ethyl acetate/hexane, collecting the first major peak. Yield 141.8 mg (79%) 3-iothiocyanato-5,6,7,8-tetrahydroisoquinoline. NMR 1H NMR (50... The reactants are C(C)(C)(C)C1=NN(C(=C1)NC([O-])=O)C1=CC=CC=C1 (3-tert-butyl-1-phenyl-1H-pyrazol-5-ylcarbamate), ClC1=C(N)C=C(C=C1)OC1=NC=NC2=CC(=C(C=C12)OC)OC (2-chloro-5-(6,7-dimethoxyquinazolin-4-yloxy)aniline). Product: C(C)(C)(C)C1=NN(C(=C1)NC(=O)NC1=C(C=CC(=C1)OC1=NC=NC2=CC(=C(C=C12)OC)OC)Cl)C1=CC=CC=C1 (1-(3-tert-butyl-1-phenyl-1H-pyrazol-5-yl)-3-(2-chloro-5-(6,7-dimethoxyquinazolin-4-yloxy)phenyl)urea). The yield is 20.0%. As a reaction SMILES: [C:1]([C:5]1[CH:9]=[C:8]([NH:10][C:11](=[O:13])[O-])[N:7]([C:14]2[CH:19]=[CH:18][CH:17]=[CH:16][CH:15]=2)[N:6]=1)([CH3:4])([CH3:3])[CH3:2].[Cl:20][C:21]1[CH:27]=[CH:26][C:25]([O:28][C:29]2[C:38]3[C:33](=[CH:34][C:35]([O:41][CH3:42])=[C:36]([O:39][CH3:40])[CH:37]=3)[N:32]=[CH:31][N:30]=2)=[CH:24][C:22]=1[NH2:23]>>[C:1]([C:5]1[CH:9]=[C:8]([NH:10][C:11]([NH:23][C:22]2[CH:24]=[C:25]([O:28][C:29]3[C:38]4[C:33](=[CH:34][C:35]([O:41][CH3:42])=[C:36]([O:39][CH3:40])[CH:37]=4)[N:32]=[CH:31][N:30]=3)[CH:26]=[CH:27][C:21]=2[Cl:20])=[O:13])[N:7]([C:14]2[CH:19]=[CH:18][CH:17]=[CH:16][CH:15]=2)[N:6]=1)([CH3:2])([CH3:3])[CH3:4]. Procedure: The title compound was prepared from 3-tert-butyl-1-phenyl-1H-pyrazol-5-ylcarbamate (100 mg, 0.30 mmol) and 2-chloro-5-(6,7-dimethoxyquinazolin-4-yloxy)aniline (100 mg, 0.30 mmol) using the procedure in Example 115C to give 1-(3-tert-butyl-1-phenyl-1H-pyrazol-5-yl)-3-(2-chloro-5-(6,7-dimethoxyquinazolin-4-yloxy)phenyl)urea (34 mg, 0.06 mmol, 20%). 1H NMR (300 MHz, DMSO-d6) δ 9.33 (s, 1H), 8.81 (s, 1H), 8.56 (s, 1H), 8.11 (s, 1H), 7.57-7.52 (m, 6H), 7.44-7.40 (m, 2H), 7.01 (d, 1H), 6.36 (s, 1H), ... The reactants are BrC=1C=C(C=NC1)C1=CC=C(C=C1)C(C)(C)N (1-[4-(5-bromo-pyridin-3-yl)-phenyl]-1-methyl-ethylamine), BrC=1C=C(C=NC1)C1=CC=C(C=C1)C(C)(C)N (1-[4-(5-bromo-pyridin-3-yl)-phenyl]-1-methyl-ethylamine), TEA, ClCCOCCCl (2-chloroethyl ether). The solvent is CN(C)C=O (DMF). The product is crude mixture, BrC=1C=C(C=NC1)C1=CC=C(C=C1)C(C)(C)N1CCOCC1 (4-{1-[4-(5-Bromo-pyridin-3-yl)-phenyl]-1-methyl-ethyl}-morpholine). RXN SMILES: [Br:1][C:2]1[CH:3]=[C:4]([C:8]2[CH:13]=[CH:12][C:11]([C:14]([NH2:17])([CH3:16])[CH3:15])=[CH:10][CH:9]=2)[CH:5]=[N:6][CH:7]=1.Cl[CH2:19][CH2:20][O:21][CH2:22][CH2:23]Cl>CN(C=O)C>[Br:1][C:2]1[CH:3]=[C:4]([C:8]2[CH:13]=[CH:12][C:11]([C:14]([N:17]3[CH2:23][CH2:22][O:21][CH2:20][CH2:19]3)([CH3:15])[CH3:16])=[CH:10][CH:9]=2)[CH:5]=[N:6][CH:7]=1. Procedure details: A mixture of 1-[4-(5-bromo-pyridin-3-yl)-phenyl]-1-methyl-ethylamine (Intermediate 229) (1 eq, 1.72 mmol, 500 mg), TEA (3.5 eq, 6.01 mmol, 608 mg), and 2-chloroethyl ether (Sigma-Aldrich, St. Louis, USA) (4 eq, 6.87 mmol, 0.8 ml) in DMF (10 ml) is heated using microwave radiation at 150° C. for 1 h. The mixture is concentrated under reduced pressure, then sat. aqueous NaHCO3 solution is added, followed by extraction with EtOAc. The organic layer is dried with MgSO4, filtered, and the solvents ar... The reactants are [OH-].[Li+] (lithium hydroxide), COC(C1=CC(C(=O)N(CCC)C)=CC(=C1)C=1N(C=CN1)C)=O (N-methyl-5-(1-methyl-1H-imidazol-2-yl)-N-propyl-isophthalamic acid methyl ester), [OH-].[Na+] (NaOH). Solvent: CO (methanol). Run at time 48 hour. The product is CN(C(C=1C=C(C(=O)O)C=C(C1)C=1N(C=CN1)C)=O)CCC (N-Methyl-5-(1-methyl-1H-imidazol-2-yl)-N-propyl-isophthalamic acid). RXN SMILES: C[O:2][C:3](=[O:23])[C:4]1[CH:16]=[C:15]([C:17]2[N:18]([CH3:22])[CH:19]=[CH:20][N:21]=2)[CH:14]=[C:6]([C:7]([N:9]([CH3:13])[CH2:10][CH2:11][CH3:12])=[O:8])[CH:5]=1.[OH-].[Li+].[OH-].[Na+]>CO>[CH3:13][N:9]([CH2:10][CH2:11][CH3:12])[C:7](=[O:8])[C:6]1[CH:5]=[C:4]([CH:16]=[C:15]([C:17]2[N:18]([CH3:22])[CH:19]=[CH:20][N:21]=2)[CH:14]=1)[C:3]([OH:23])=[O:2] |f:1.2,3.4|. Reported procedure: Dissolve N-methyl-5-(1-methyl-1H-imidazol-2-yl)-N-propyl-isophthalamic acid methyl ester (100 mg, 0.32 mmol) in methanol (10 mL). Dropwise add 1 N lithium hydroxide (0.38 mL) and stir overnight at room temperature. Add 2 N NaOH (0.1 mL) and stir for 48 h at room temperature. Acidify the mixture to about pH=6 by DOWEX® 50WX2-100 ion exchange resin and filter. Concentrate filtrate and lyophilize (1:1 acetonitrile:water) to give the title compound.